This data is from the Open Reaction Database (ORD), a public repository of structured organic reaction records. The task is: describe an organic reaction: reactants, conditions, products, and yield Reactants: O=C([O-])[O-], CCC(C)(C)O, CCCCCCCCCCCC, CCOC(C)=O, CC(C)c1ccccc1I, CC(C)c1ccccc1S, [K+], [K+], OCCO. Yields the product CC(C)c1ccccc1Sc1ccccc1C(C)C. Reaction SMILES: [C:1](=[O:2])([O-:3])[O-:4].[C:7]([OH:8])([CH2:9][CH3:10])([CH3:11])[CH3:12].[CH3:37][CH2:38][CH2:39][CH2:40][CH2:41][CH2:42][CH2:43][CH2:44][CH2:45][CH2:46][CH2:47][CH3:48].[CH3:49][CH2:50][O:51][C:52](=[O:53])[CH3:54].[CH:17]([CH3:18])([CH3:19])[c:20]1[c:21]([I:26])[cH:22][cH:23][cH:24][cH:25]1.[CH:27]([CH3:28])([CH3:29])[c:30]1[c:31]([SH:36])[cH:32][cH:33][cH:34][cH:35]1.[K+:5].[K+:6].[OH:13][CH2:14][CH2:15][OH:16]>>[CH:17]([CH3:18])([CH3:19])[c:20]1[c:21]([S:36][c:31]2[c:30]([CH:27]([CH3:28])[CH3:29])[cH:35][cH:34][cH:33][cH:32]2)[cH:22][cH:23][cH:24][cH:25]1. Reactants: NC(=S)N (Thiourea), BrC1C(CCC(C1)C)=O (2-Bromo-4-methylcyclohexanone). Solvent: C(C)O (ethanol). The product is NC=1SC2=C(N1)CCC(C2)C (2-amino-4,5,6,7-tetrahydro-6-methylbenzthiazole). Reaction SMILES: [NH2:1][C:2]([NH2:4])=[S:3].Br[CH:6]1[CH2:11][CH:10]([CH3:12])[CH2:9][CH2:8][C:7]1=O>C(O)C>[NH2:1][C:2]1[S:3][C:6]2[CH2:11][CH:10]([CH3:12])[CH2:9][CH2:8][C:7]=2[N:4]=1. Reported procedure: Thiourea (22.3 g., 0.29 mole) was slurried in 275 ml. of ethanol. 2-Bromo-4-methylcyclohexanone was added and the mixture heated to reflux for 75 minutes. The reaction mixture was cooled to room temperature and the crude product recovered as the hydrobromide salt by filtration. The crude salt was dissolved in warm water, filtered and made basic with ammonium hydroxide to precipitate the free base as an oil, which crystallized on cooling. Purified 2-amino-4,5,6,7-tetrahydro-6-methylbenzthiazole (... The reactants are ( B ), C(C)(=O)OC(C)=O (acetic anhydride), CC(C=O)CC1=CC2=C(C=C1)OCO2 (2-methyl-3-(3,4-methylenedioxyphenyl)propanal), O=CC(C)=C (methacrolein). The product is C(C)(=O)OC=C(CC1=CC2=C(C=C1)OCO2)C (1-acetoxy-2-methyl-3-(3,4-methylenedioxyphenyl)-1-propene). Reaction SMILES: [CH3:1][CH:2]([CH2:5][C:6]1[CH:11]=[CH:10][C:9]2[O:12][CH2:13][O:14][C:8]=2[CH:7]=1)[CH:3]=[O:4].[O:15]=[CH:16][C:17](=C)C.C(OC(=O)C)(=O)C>>[C:16]([O:4][CH:3]=[C:2]([CH3:1])[CH2:5][C:6]1[CH:11]=[CH:10][C:9]2[O:12][CH2:13][O:14][C:8]=2[CH:7]=1)(=[O:15])[CH3:17]. Reported procedure: The production process (B) comprises the step (3) of reacting 1,2-methylenedioxybenzene [formula (1)], methacrolein and acetic anhydride with each other to produce 1-acetoxy-2-methyl-3-(3,4-methylenedioxyphenyl)-1-propene [formula (3)]; and the step (2) of subjecting the obtained 1-acetoxy-2-methyl-3-(3,4-methylenedioxyphenyl)-1-propene [formula (3)] to hydrolysis reaction or to transesterification reaction with an alcohol, followed by subjecting the resulting reaction mixture to distillative pu... The reactants are C=C1CCC(CC1)(C(=O)OCC)C(=O)OCC (Diethyl 4-methylenecyclohexane-1,1-dicarboxylate), [H-].[H-].[H-].[H-].[Li+].[Al+3] (LiAlH4), [H-].[H-].[H-].[H-].[Li+].[Al+3] (LiAlH4). Solvent: CCOCC (Et2O), CCOCC (Et2O). Run at temperature 0 celsius. Product: OCC1(CCC(CC1)=C)CO ([1-(Hydroxymethyl)-4-methylene-cyclohexyl]methanol). Yield: 92.1%. RXN SMILES: [H-].[H-].[H-].[H-].[Li+].[Al+3].[CH2:7]=[C:8]1[CH2:13][CH2:12][C:11]([C:19](OCC)=[O:20])([C:14](OCC)=[O:15])[CH2:10][CH2:9]1>CCOCC>[OH:15][CH2:14][C:11]1([CH2:19][OH:20])[CH2:12][CH2:13][C:8](=[CH2:7])[CH2:9][CH2:10]1 |f:0.1.2.3.4.5|. Procedure: To a suspension of LiAlH4 (0.166 g, 4.4 mmol) in anhydrous Et2O (10 mL) stirred a 0° C. was added a solution of Compound 100a (100 mg, 2.08 mmol) in Et2O (10 mL). The reaction mixture was stirred at r.t. for 2 h. Additional 0.5 equivalents of LiAlH4 were added and the reaction was stirred at r.t. for 1 h. Afterwards, it was quenched, by adding THF/H2O (2 mL:1.3 mL), then 2N HCl (30 mL). Extraction with EtOAc, drying over Na2SO4 and evaporation to dryness afforded a crude, that was purified by me... Reactants: CC(=O)O, Cc1ccc2c(c1)C(C)(C)CCC2, CC(C)O, O. The product is Cc1ccc2c(c1)C(C)(C)CCC2=O. As a reaction SMILES: [CH3:18][C:19](=[O:20])[OH:21].[CH3:1][C:2]1([CH3:13])[CH2:3][CH2:4][CH2:5][c:6]2[cH:7][cH:8][c:9]([CH3:12])[cH:10][c:11]21.[CH:14]([CH3:15])([CH3:16])[OH:17].[OH2:22]>>[CH3:1][C:2]1([CH3:13])[CH2:3][CH2:4][C:5](=[O:17])[c:6]2[cH:7][cH:8][c:9]([CH3:12])[cH:10][c:11]21. Run in CO (MeOH). Run at time 15 hour. The reactants are C1(CCCCC1)C(=O)C1=CC=CC=C1 (cyclohexyl-phenyl-methanone), 18a, Cl.NO (Hydroxylamine hydrochloride), C(C)(=O)[O-].[Na+] (sodium acetate). Reaction SMILES: Cl.[NH2:2][OH:3].C([O-])(=O)C.[Na+].[CH:9]1([C:15]([C:17]2[CH:22]=[CH:21][CH:20]=[CH:19][CH:18]=2)=O)[CH2:14][CH2:13][CH2:12][CH2:11][CH2:10]1>CO>[CH:9]1([C:15]([C:17]2[CH:22]=[CH:21][CH:20]=[CH:19][CH:18]=2)=[N:2][OH:3])[CH2:14][CH2:13][CH2:12][CH2:11][CH2:10]1 |f:0.1,2.3|. Yields the product C1(CCCCC1)C(=NO)C1=CC=CC=C1 (cyclohexyl-phenyl-methanone oxime), 18b. Procedure: Hydroxylamine hydrochloride (0.48 g, 6.7 mMol) and sodium acetate (1.4 g, 10.2 mMol) were added to a round bottom flask containing cyclohexyl-phenyl-methanone Compound 18a (0.97 g, 5.1 mMol) in MeOH (30 mL) at r.t. The mixture was stirred at r.t. for 15 hrs. The solvent was removed in vacuo and the residue was extracted with CH2Cl2. The organic layer was sequentially washed with a saturated solution of NaHCO3, then brine. The organic layer was dried over Na2SO4, decanted and the solvent removed ...